The task is: describe an organic reaction: reactants, conditions, products, and yield. This data is from the Open Reaction Database (ORD), a public repository of structured organic reaction records. The reactants are BrC1=C(C=CC(=C1)F)C1N=C(NC(=C1C(=O)OCC)C)C=1SC=C(N1)CC(=O)NC(C)C (Ethyl 4-(2-bromo-4-fluorophenyl)-2-(4-(2-(isopropylamino)-2-oxoethyl)thiazol-2-yl)-6-methyl-1,4-dihydropyrimidine-5-carboxylate), C1CC(=O)N(C1=O)Br (NBS). Product: BrC1=C(C=CC(=C1)F)C1N=C(NC(=C1C(=O)OCC)CBr)C=1SC=C(N1)CC(=O)NC(C)C (Ethyl 4-(2-bromo-4-fluorophenyl)-6-(bromomethyl)-2-(4-(2-(isopropylamino)-2-oxoethyl)thiazol-2-yl)-1,4-dihydropyrimidine-5-carboxylate). Isolated yield 49.8%. As a reaction SMILES: [Br:1][C:2]1[CH:7]=[C:6]([F:8])[CH:5]=[CH:4][C:3]=1[CH:9]1[C:14]([C:15]([O:17][CH2:18][CH3:19])=[O:16])=[C:13]([CH3:20])[NH:12][C:11]([C:21]2[S:22][CH:23]=[C:24]([CH2:26][C:27]([NH:29][CH:30]([CH3:32])[CH3:31])=[O:28])[N:25]=2)=[N:10]1.C1C(=O)N([Br:40])C(=O)C1>>[Br:1][C:2]1[CH:7]=[C:6]([F:8])[CH:5]=[CH:4][C:3]=1[CH:9]1[C:14]([C:15]([O:17][CH2:18][CH3:19])=[O:16])=[C:13]([CH2:20][Br:40])[NH:12][C:11]([C:21]2[S:22][CH:23]=[C:24]([CH2:26][C:27]([NH:29][CH:30]([CH3:31])[CH3:32])=[O:28])[N:25]=2)=[N:10]1. Reported procedure: Ethyl 4-(2-bromo-4-fluorophenyl)-2-(4-(2-(isopropylamino)-2-oxoethyl)thiazol-2-yl)-6-methyl-1,4-dihydropyrimidine-5-carboxylate (1.05 g, 2 mmol) was reacted with NBS (0.39 g, 2.2 mmol) according to the procedure as described in Example 1, Step B to give the title compound as a yellow solid (0.6 g, 50%). The compound was characterized by the following spectroscopic data: